Dataset: the Open Reaction Database (ORD), a public repository of structured organic reaction records. Task: describe an organic reaction: reactants, conditions, products, and yield Starting materials: Cc1cccc(Cl)c1S(=O)(=O)Cl, CC(=O)Nc1cn2nc(-c3cnc(Cl)c(N)c3)ccc2n1, c1ccncc1. Product: CC(=O)Nc1cn2nc(-c3cnc(Cl)c(NS(=O)(=O)c4c(C)cccc4Cl)c3)ccc2n1. Reaction SMILES: [Cl:22][c:23]1[c:24]([S:30](=[O:31])(=[O:32])[Cl:33])[c:25]([CH3:29])[cH:26][cH:27][cH:28]1.[NH2:1][c:2]1[cH:3][c:4](-[c:9]2[cH:10][cH:11][c:12]3[n:13]([n:14]2)[cH:15][c:16]([NH:18][C:19]([CH3:20])=[O:21])[n:17]3)[cH:5][n:6][c:7]1[Cl:8].[cH:34]1[cH:35][cH:36][n:37][cH:38][cH:39]1>>[NH:1]([c:2]1[cH:3][c:4](-[c:9]2[cH:10][cH:11][c:12]3[n:13]([n:14]2)[cH:15][c:16]([NH:18][C:19]([CH3:20])=[O:21])[n:17]3)[cH:5][n:6][c:7]1[Cl:8])[S:30]([c:24]1[c:23]([Cl:22])[cH:28][cH:27][cH:26][c:25]1[CH3:29])(=[O:31])=[O:32]. Reactants: CCOC(=O)C(C)C(C)=O, Cc1ccccc1, O, O, OCCO, Cc1ccc(S(=O)(=O)O)cc1. Product: CCOC(=O)C(C)C1(C)OCCO1. RXN SMILES: [CH2:1]([CH3:2])[O:3][C:4]([CH:5]([C:6]([CH3:7])=[O:8])[CH3:9])=[O:10].[CH3:28][c:29]1[cH:30][cH:31][cH:32][cH:33][cH:34]1.[OH2:15].[OH2:27].[OH:11][CH2:12][CH2:13][OH:14].[c:16]1([CH3:17])[cH:18][cH:19][c:20]([S:21]([OH:22])(=[O:23])=[O:24])[cH:25][cH:26]1>>[CH2:1]([CH3:2])[O:3][C:4]([CH:5]([C:6]1([CH3:7])[O:8][CH2:13][CH2:12][O:11]1)[CH3:9])=[O:10].